This data is from the Open Reaction Database (ORD), a public repository of structured organic reaction records. The task is: describe an organic reaction: reactants, conditions, products, and yield The reactants are N#Cc1ccccc1Br, COCCOC, CC1(C)COB(c2cc(F)cc([N+](=O)[O-])c2)OC1, [Na+], [Na+], O=C([O-])[O-]. The product is N#Cc1ccccc1-c1cc(F)cc([N+](=O)[O-])c1. RXN SMILES: [Br:19][c:20]1[c:21]([C:22]#[N:23])[cH:24][cH:25][cH:26][cH:27]1.[CH3:28][O:29][CH2:30][CH2:31][O:32][CH3:33].[F:1][c:2]1[cH:3][c:4]([B:11]2[O:12][CH2:13][C:14]([CH3:15])([CH3:16])[CH2:17][O:18]2)[cH:5][c:6]([N+:8](=[O:9])[O-:10])[cH:7]1.[Na+:34].[Na+:35].[O-:36][C:37](=[O:38])[O-:39]>>[F:1][c:2]1[cH:3][c:4](-[c:20]2[c:21]([C:22]#[N:23])[cH:24][cH:25][cH:26][cH:27]2)[cH:5][c:6]([N+:8](=[O:9])[O-:10])[cH:7]1. Reactants: C1CCOC1, CP(C)C, CC1(N=[N+]=[N-])CCN(Cc2ccccc2)CCC1O, O. Product: CC1(N)CCN(Cc2ccccc2)CCC1O. RXN SMILES: [CH2:24]1[O:25][CH2:26][CH2:27][CH2:28]1.[CH3:20][P:21]([CH3:22])[CH3:23].[N:1](=[N+:2]=[N-:3])[C:4]1([CH3:19])[CH:5]([OH:18])[CH2:6][CH2:7][N:8]([CH2:11][c:12]2[cH:13][cH:14][cH:15][cH:16][cH:17]2)[CH2:9][CH2:10]1.[OH2:29]>>[NH2:1][C:4]1([CH3:19])[CH:5]([OH:18])[CH2:6][CH2:7][N:8]([CH2:11][c:12]2[cH:13][cH:14][cH:15][cH:16][cH:17]2)[CH2:9][CH2:10]1. Reactants: C(C)(C)(C)OC(=O)N1C=C(C2=CC=CC=C12)C(C#N)C (2-(1-tert-butoxycarbonylindol-3-yl)propionitrile), C(=O)(C(F)(F)F)O (TFA). Solvent: C(Cl)Cl (DCM), C(Cl)Cl (DCM). Conditions: time 1 hour. The product is N1C=C(C2=CC=CC=C12)C(C#N)C (2-(1H-indol-3-yl)propionitrile). Yield: 99.2%. Reaction SMILES: C(OC([N:8]1[C:16]2[C:11](=[CH:12][CH:13]=[CH:14][CH:15]=2)[C:10]([CH:17]([CH3:20])[C:18]#[N:19])=[CH:9]1)=O)(C)(C)C.C(O)(C(F)(F)F)=O>C(Cl)Cl>[NH:8]1[C:16]2[C:11](=[CH:12][CH:13]=[CH:14][CH:15]=2)[C:10]([CH:17]([CH3:20])[C:18]#[N:19])=[CH:9]1. Procedure details: To a stirred solution of 2-(1-tert-butoxycarbonylindol-3-yl)propionitrile (4.00 g, 14.8 mmol) in DCM (10 mL) was added TFA (10 mL) with caution. After 1 hour, the reaction was diluted with DCM (40 mL), washed with water (2×40 mL) and brine, then dried (Na2SO4), and concentrated under reduced pressure to give 2-(1H-indol-3-yl)propionitrile (2.5 g, 99%) as a pale brown solid; 1H-NMR (CDCl3): δ 8.25 (1H, d), 7.69 (1H, s), 7.65 (1H, d), 7.45 (1H, app t), 7.37 (1H, app t), 4.12 (1H, q), 1.79 (3H, d). Reactants: Cl, O=C1COc2ccc(Nc3nc(Nc4cccc(O)c4)ncc3F)cc2N1, S=P12SP3(=S)SP(=S)(S1)SP(=S)(S2)S3, c1ccncc1. The product is Oc1cccc(Nc2ncc(F)c(Nc3ccc4c(c3)NC(=S)CO4)n2)c1. RXN SMILES: [ClH:42].[O:1]1[CH2:2][C:3](=[O:27])[NH:4][c:5]2[c:6]1[cH:7][cH:8][c:9]([NH:11][c:12]1[n:13][c:14]([NH:19][c:20]3[cH:21][c:22]([OH:26])[cH:23][cH:24][cH:25]3)[n:15][cH:16][c:17]1[F:18])[cH:10]2.[P:28]12(=[S:29])[S:30][P:31]3(=[S:41])[S:32][P:33](=[S:39])([S:34][P:35](=[S:38])([S:36]3)[S:37]1)[S:40]2.[cH:43]1[cH:44][cH:45][n:46][cH:47][cH:48]1>>[O:1]1[CH2:2][C:3](=[S:29])[NH:4][c:5]2[c:6]1[cH:7][cH:8][c:9]([NH:11][c:12]1[n:13][c:14]([NH:19][c:20]3[cH:21][c:22]([OH:26])[cH:23][cH:24][cH:25]3)[n:15][cH:16][c:17]1[F:18])[cH:10]2. Starting materials: CC(CO[Si](C)(C)C(C)(C)C)Nc1nc(SCc2cccc(F)c2F)nc(Cl)c1C=O, CC[N+](CC)(CC)Cc1ccccc1, Cc1ccccc1, [Cl-], [Na+], [OH-], C=CCO. Product: C=CCOc1nc(SCc2cccc(F)c2F)nc(NC(C)CO[Si](C)(C)C(C)(C)C)c1C=O. RXN SMILES: [C:1]([CH3:2])([CH3:3])([CH3:4])[Si:5]([O:6][CH2:7][CH:8]([CH3:9])[NH:10][c:11]1[n:12][c:13]([S:20][CH2:21][c:22]2[c:23]([F:29])[c:24]([F:28])[cH:25][cH:26][cH:27]2)[n:14][c:15]([Cl:19])[c:16]1[CH:17]=[O:18])([CH3:30])[CH3:31].[CH2:46]([N+:47]([CH2:48][CH3:49])([CH2:50][CH3:51])[CH2:52][CH3:53])[c:54]1[cH:55][cH:56][cH:57][cH:58][cH:59]1.[CH3:38][c:39]1[cH:40][cH:41][cH:42][cH:43][cH:44]1.[Cl-:45].[Na+:37].[OH-:36].[OH:32][CH2:33][CH:34]=[CH2:35]>>[C:1]([CH3:2])([CH3:3])([CH3:4])[Si:5]([O:6][CH2:7][CH:8]([CH3:9])[NH:10][c:11]1[n:12][c:13]([S:20][CH2:21][c:22]2[c:23]([F:29])[c:24]([F:28])[cH:25][cH:26][cH:27]2)[n:14][c:15]([O:32][CH2:33][CH:34]=[CH2:35])[c:16]1[CH:17]=[O:18])([CH3:30])[CH3:31]. Reactants: C(=C)OCC (ethyl vinyl ether), FC(C(=O)Cl)(F)F (trifluoroacetyl chloride). Yields the product C(C)OC=CC(C(F)(F)F)=O (4-ethoxy-1,1,1-trifluoro-3-buten-2-one). Reaction SMILES: [CH:1]([O:3][CH2:4][CH3:5])=[CH2:2].[F:6][C:7]([F:12])([F:11])[C:8](Cl)=[O:9]>>[CH2:1]([O:3][CH:4]=[CH:5][C:8](=[O:9])[C:7]([F:12])([F:11])[F:6])[CH3:2]. Procedure details: Reaction between ethyl vinyl ether and trifluoroacetyl chloride to form 4-ethoxy-1,1,1-trifluoro-3-buten-2-one (“ETFBO”) in the absence of an acid-capturing agent and in the presence of a stabilizer for the alkenone that is to be prepared. Starting materials: CC1=C(C=NN1C1=NC=C(C=C1)C(F)(F)F)C(=O)Cl (5-Methyl-1-(5-(trifluoro methyl)pyridin-2-yl)-1H-pyrazole-4-carboxylic acid chloride), NC=1C=C(C(=NC1)Cl)C#N (5-amino-2-chloro-3-cyanopyridine), O (water). Run in N1=CC=CC=C1 (pyridine). Product: ClC1=C(C=C(C=N1)NC(=O)C=1C=NN(C1C)C1=NC=C(C=C1)C(F)(F)F)C#N (N-(6-chloro-5-cyanopyridin-3-yl)-5-methyl-1-[5-(trifluoromethyl)pyridin-2-yl]-1H-pyrazole-4-carboxamide). Yield: 195.8%. As a reaction SMILES: [CH3:1][C:2]1[N:6]([C:7]2[CH:12]=[CH:11][C:10]([C:13]([F:16])([F:15])[F:14])=[CH:9][N:8]=2)[N:5]=[CH:4][C:3]=1[C:17](Cl)=[O:18].[NH2:20][C:21]1[CH:22]=[C:23]([C:28]#[N:29])[C:24]([Cl:27])=[N:25][CH:26]=1.O>N1C=CC=CC=1>[Cl:27][C:24]1[N:25]=[CH:26][C:21]([NH:20][C:17]([C:3]2[CH:4]=[N:5][N:6]([C:7]3[CH:12]=[CH:11][C:10]([C:13]([F:16])([F:15])[F:14])=[CH:9][N:8]=3)[C:2]=2[CH3:1])=[O:18])=[CH:22][C:23]=1[C:28]#[N:29]. Procedure details: 5-Methyl-1-(5-(trifluoro methyl)pyridin-2-yl)-1H-pyrazole-4-carboxylic acid chloride (200 mg) and 5-amino-2-chloro-3-cyanopyridine (228 mg) were dissolved in pyridine (10 ml) and stirred at room temperature. After completion of the reaction, water was added to the reaction solution, the precipitated solid was collected by filtration and dried under heating and blow to give N-(6-chloro-5-cyanopyridin-3-yl)-5-methyl-1-[5-(trifluoromethyl)pyridin-2-yl]-1H-pyrazole-4-carboxamide (550 mg) as a light ...